Task: describe an organic reaction: reactants, conditions, products, and yield. Dataset: the Open Reaction Database (ORD), a public repository of structured organic reaction records The reactants are N#CC(c1ccccn1)c1c(Cl)cc(N)cc1Cl, [NH4+], [OH-], O=S(=O)(O)O. The product is NC(=O)C(c1ccccn1)c1c(Cl)cc(N)cc1Cl. Reaction SMILES: [NH2:1][c:2]1[cH:3][c:4]([Cl:18])[c:5]([CH:9]([C:10]#[N:11])[c:12]2[n:13][cH:14][cH:15][cH:16][cH:17]2)[c:6]([Cl:8])[cH:7]1.[NH4+:20].[OH-:19].[S:21](=[O:22])(=[O:23])([OH:24])[OH:25]>>[NH2:1][c:2]1[cH:3][c:4]([Cl:18])[c:5]([CH:9]([C:10]([NH2:11])=[O:19])[c:12]2[n:13][cH:14][cH:15][cH:16][cH:17]2)[c:6]([Cl:8])[cH:7]1. Reactants: N[C@@H]1[C@@H](CCCC1)NC1=NC=C(C(=N1)NC1=CC=C(C=C1)C1=CC=NO1)C(=O)N (2-((1R,2S)-2-aminocyclohexylamino)-4-(4-(isoxazol-5-yl)phenylamino)pyrimidine-5-carboxamide), N1(CCCC1)C=1C=C(N)C=CC1 (3-(pyrrolidin-1-yl)aniline). Yields the product N[C@@H]1[C@@H](CCCC1)NC1=NC=C(C(=N1)NC1=CC(=CC=C1)N1CCCC1)C(=O)N (2-((1R,2S)-2-aminocyclohexylamino)-4-(3-(pyrrolidin-1-yl)phenylamino) pyrimidine-5-carboxamide). As a reaction SMILES: [NH2:1][C@H:2]1[CH2:7][CH2:6][CH2:5][CH2:4][C@H:3]1[NH:8][C:9]1[N:14]=[C:13](NC2C=CC(C3ON=CC=3)=CC=2)[C:12]([C:27]([NH2:29])=[O:28])=[CH:11][N:10]=1.[N:30]1([C:35]2[CH:36]=[C:37]([CH:39]=[CH:40][CH:41]=2)[NH2:38])[CH2:34][CH2:33][CH2:32][CH2:31]1>>[NH2:1][C@H:2]1[CH2:7][CH2:6][CH2:5][CH2:4][C@H:3]1[NH:8][C:9]1[N:14]=[C:13]([NH:38][C:37]2[CH:39]=[CH:40][CH:41]=[C:35]([N:30]3[CH2:31][CH2:32][CH2:33][CH2:34]3)[CH:36]=2)[C:12]([C:27]([NH2:29])=[O:28])=[CH:11][N:10]=1. Reported procedure: This compound was synthesised using the synthetic scheme described for the synthesis of compound 122, and using 3-(pyrrolidin-1-yl)aniline in step 1. MS: 396.6 (M+H). Yields the product CC(C)(C)OC(=O)N1CCC(N2CCC(F)(F)C2)CC1. The reactants are [BH3-]C#N, CC(C)(C)OC(=O)N1CCC(=O)CC1, C1CCOC1, CCO, Cl, FC1(F)CCNC1, [Na+]. As a reaction SMILES: [C:26]([BH3-:27])#[N:28].[C:9]([CH3:10])([CH3:11])([CH3:12])[O:13][C:14](=[O:15])[N:16]1[CH2:17][CH2:18][C:19](=[O:22])[CH2:20][CH2:21]1.[CH2:30]1[O:31][CH2:32][CH2:33][CH2:34]1.[CH3:23][CH2:24][OH:25].[ClH:1].[F:2][C:3]1([F:8])[CH2:4][NH:5][CH2:6][CH2:7]1.[Na+:29]>>[F:2][C:3]1([F:8])[CH2:4][N:5]([CH:19]2[CH2:18][CH2:17][N:16]([C:14]([O:13][C:9]([CH3:10])([CH3:11])[CH3:12])=[O:15])[CH2:21][CH2:20]2)[CH2:6][CH2:7]1. Reactants: COCOC (methylal), [H-].[Na+] (sodium hydride), C(C)(=O)Cl (acetyl chloride), CC1([C@@H]([C@@H]1C#CC(=O)O)C(=O)OC(C1=CC(=CC=C1)OC1=CC=CC=C1)C#N)C ((RS)α-cyano-3-phenoxy-benzyl(1R,cis)2,2-dimethyl-3-(3-hydroxy-3-oxo-1-propynyl)-cyclopropane-carboxylate), ClCOCCl (chloromethyl ether), P(=O)([O-])(O)O.[Na+] (monosodium phosphate). Solvent: CO (methanol), CN(C=O)C (dimethylformamide). Run at time 15 minute. Yields the product CC1([C@@H]([C@@H]1C#CC(OCOC)=O)C(=O)OC(C1=CC(=CC=C1)OC1=CC=CC=C1)C#N)C ((RS)α-cyano-3-phenoxy-benzyl(1R,cis)2,2-dimethyl-3-(3-oxo-3-methoxymethoxy-1propynyl)-cyclopropane-carboxylate). Reaction SMILES: [CH3:1][C:2]1([CH3:29])[C@@H:4]([C:5]#[C:6][C:7]([OH:9])=[O:8])[C@H:3]1[C:10]([O:12][CH:13]([C:27]#[N:28])[C:14]1[CH:19]=[CH:18][CH:17]=[C:16]([O:20][C:21]2[CH:26]=[CH:25][CH:24]=[CH:23][CH:22]=2)[CH:15]=1)=[O:11].[H-].[Na+].Cl[CH2:33][O:34][CH2:35]Cl.COCOC.C(Cl)(=O)C.P(O)(O)([O-])=O.[Na+]>CN(C)C=O.CO>[CH3:1][C:2]1([CH3:29])[C@@H:4]([C:5]#[C:6][C:7](=[O:9])[O:8][CH2:33][O:34][CH3:35])[C@H:3]1[C:10]([O:12][CH:13]([C:27]#[N:28])[C:14]1[CH:19]=[CH:18][CH:17]=[C:16]([O:20][C:21]2[CH:26]=[CH:25][CH:24]=[CH:23][CH:22]=2)[CH:15]=1)=[O:11] |f:1.2,6.7|. Procedure details: A solution of 3 g of (RS)α-cyano-3-phenoxy-benzyl(1R,cis)2,2-dimethyl-3-(3-hydroxy-3-oxo-1-propynyl)-cyclopropane-carboxylate in 30 ml of anhydrous dimethylformamide was cooled to +10° C. and 300 mg of 61% sodium hydride in oil were added in portions thereto. Then, over 15 minutes, 2.5 ml of chloromethyl ether solution prepared by mixing 4.5 ml of methylal and 0.52 ml of methanol and slowly adding 3.53 ml of acetyl chloride after which the mixture was stirred for 36 hours at room temperature. Th... Reactants: CC(=O)O[BH-](OC(C)=O)OC(C)=O, O=C([O-])O, CN1CCC(=O)CC1, ClCCCl, [Na+], [Na+], Nc1ncnc2c1c(-c1ccc(Oc3ccccc3)cc1)nn2C1CCNCC1, O. The product is CN1CCC(N2CCC(n3nc(-c4ccc(Oc5ccccc5)cc4)c4c(N)ncnc43)CC2)CC1. Reaction SMILES: [C:38]([O:39][BH-:40]([O:41][C:42](=[O:43])[CH3:44])[O:45][C:46](=[O:47])[CH3:48])(=[O:49])[CH3:50].[C:52](=[O:53])([OH:54])[O-:55].[CH3:30][N:31]1[CH2:32][CH2:33][C:34](=[O:37])[CH2:35][CH2:36]1.[Cl:58][CH2:59][CH2:60][Cl:61].[Na+:51].[Na+:56].[O:1]([c:2]1[cH:3][cH:4][cH:5][cH:6][cH:7]1)[c:8]1[cH:9][cH:10][c:11](-[c:14]2[n:15][n:16]([CH:24]3[CH2:25][CH2:26][NH:27][CH2:28][CH2:29]3)[c:17]3[n:18][cH:19][n:20][c:21]([NH2:23])[c:22]23)[cH:12][cH:13]1.[OH2:57]>>[O:1]([c:2]1[cH:3][cH:4][cH:5][cH:6][cH:7]1)[c:8]1[cH:9][cH:10][c:11](-[c:14]2[n:15][n:16]([CH:24]3[CH2:25][CH2:26][N:27]([CH:34]4[CH2:33][CH2:32][N:31]([CH3:30])[CH2:36][CH2:35]4)[CH2:28][CH2:29]3)[c:17]3[n:18][cH:19][n:20][c:21]([NH2:23])[c:22]23)[cH:12][cH:13]1. Reactants: N1C(=NC2=C1C=CC=C2)C=2C(=NC=C(N2)Br)N (3-(1H-Benzimidazol-2-yl)-5-bromo-pyrazin-2-amine), FC=1C=C(C=CC1)S (3-Fluorobenzenethiol), CN(C)P(=O)(N(C)C)N(C)C (HMPA), [H-].[Na+] (sodium hydride). Run in CCOC(=O)C (EtOAc). Reaction conditions: time 10 minute. The product is N1C(=NC2=C1C=CC=C2)C=2C(=NC=C(N2)SC2=CC(=CC=C2)F)N (3-(1H-Benzimidazol-2-yl)-5-(3-fluorophenyl)sulfanyl-pyrazin-2-amine). Isolated yield 11.0%. As a reaction SMILES: [F:1][C:2]1[CH:3]=[C:4]([SH:8])[CH:5]=[CH:6][CH:7]=1.CN(P(N(C)C)(N(C)C)=O)C.[H-].[Na+].[NH:22]1[C:26]2[CH:27]=[CH:28][CH:29]=[CH:30][C:25]=2[N:24]=[C:23]1[C:31]1[C:32]([NH2:38])=[N:33][CH:34]=[C:35](Br)[N:36]=1>CCOC(C)=O>[NH:22]1[C:26]2[CH:27]=[CH:28][CH:29]=[CH:30][C:25]=2[N:24]=[C:23]1[C:31]1[C:32]([NH2:38])=[N:33][CH:34]=[C:35]([S:8][C:4]2[CH:5]=[CH:6][CH:7]=[C:2]([F:1])[CH:3]=2)[N:36]=1 |f:2.3|. Reported procedure: 3-Fluorobenzenethiol (70.49 mg, 46.47 μL, 0.55 mmol) was added to HMPA (1 mL) followed by the addition of sodium hydride (60% dispersion in mineral oil) (24 mg, 0.6 mmol). The reaction mixture was stirred at ambient temperature for 10 minutes then 3-(1H-Benzimidazol-2-yl)-5-bromo-pyrazin-2-amine (80 mg, 0.27 mmol) was added and reaction heated at 110° C. under microwave conditions for 45 minutes. The reaction mixture was cooled to ambient temperature and diluted with EtOAc. The organic layer was... The reactants are CC(CC1=CC=CC=2CN(CCOC21)C(=O)OC(C)(C)C)C (tert-butyl 9-(2-methylpropyl)-2,3-dihydro-1,4-benzoxazepine-4(5H)-carboxylate), C(C)(=O)OCC.Cl (hydrogen chloride-ethyl acetate). The solvent is C(C)(=O)OCC (ethyl acetate). Conditions: time 1 hour. The product is Cl.CC(CC1=CC=CC=2CNCCOC21)C (9-(2-methylpropyl)-2,3,4,5-tetrahydro-1,4-benzoxazepine hydrochloride). Yield: 93.7%. As a reaction SMILES: [CH3:1][CH:2]([CH3:22])[CH2:3][C:4]1[C:14]2[O:13][CH2:12][CH2:11][N:10](C(OC(C)(C)C)=O)[CH2:9][C:8]=2[CH:7]=[CH:6][CH:5]=1.C(OCC)(=O)C.[ClH:29]>C(OCC)(=O)C>[ClH:29].[CH3:1][CH:2]([CH3:22])[CH2:3][C:4]1[C:14]2[O:13][CH2:12][CH2:11][NH:10][CH2:9][C:8]=2[CH:7]=[CH:6][CH:5]=1 |f:1.2,4.5|. Procedure: A mixture of tert-butyl 9-(2-methylpropyl)-2,3-dihydro-1,4-benzoxazepine-4(5H)-carboxylate (260 mg, 0.937 mmol), ethyl acetate (2 ml) and 4N hydrogen chloride-ethyl acetate solution (4 ml) was stirred at room temperature for 1 hr, and the solvent was evaporated under reduced pressure. The residue was recrystallized from a mixed solvent of methanol and ether to give the desired product (192 mg, 93.7%) as a solid. The solvent is CO (methanol), CCOC(=O)C (EtOAc). Reaction conditions: temperature 80 celsius, time 16 hour. Reported procedure: Under a N2 atmosphere, 241 mg (0.84 mmol) of 5-chloro-8-[(6-methoxy-pyridin-3-yl)-methyl]-[1,6]naphthyridine in 4 ml of methanol are mixed with 252 mg (1.26 mmol) of 3-bromo-4-ethyl-aniline (Ex. 9) and 0.21 ml of 4 N HCl/dioxane and stirred for 16 h at 80° C. The cooled reaction mixture is taken up with diluted Na2CO3 solution and EtOAc. The water phase is separated and extracted twice with EtOAc. The organic phases are dried (Na2SO4) and concentrated by evaporation. Column chromatography (SiO2,... Starting materials: C(=O)([O-])[O-].[Na+].[Na+] (Na2CO3), ClC1=C2C=CC=NC2=C(C=N1)CC=1C=NC(=CC1)OC (5-chloro-8-[(6-methoxy-pyridin-3-yl)-methyl]-[1,6]naphthyridine), BrC=1C=C(N)C=CC1CC (3-bromo-4-ethyl-aniline), Cl.O1CCOCC1 (HCl dioxane). The product is BrC=1C=C(NC2=C3C=CC=NC3=C(C=N2)CC=2C=NC(=CC2)OC)C=CC1CC (5-(3-bromo-4-ethyl-anilino)-8-[(6-methoxy-pyridin-3-yl)-methyl]-[1,6]naphthyridine), BrC=1C=C(NC2=C3C=CC=NC3=C(C=N2)CC=2C=NC(=CC2)O)C=CC1CC (5-(3-bromo-4-ethyl-anilino)-8-[(6-hydroxy-pyridin-3-yl)-methyl]-[1,6]naphthyridine). Reaction SMILES: Cl[C:2]1[N:11]=[CH:10][C:9]([CH2:12][C:13]2[CH:14]=[N:15][C:16]([O:19][CH3:20])=[CH:17][CH:18]=2)=[C:8]2[C:3]=1[CH:4]=[CH:5][CH:6]=[N:7]2.[Br:21][C:22]1[CH:23]=[C:24]([CH:26]=[CH:27][C:28]=1[CH2:29][CH3:30])[NH2:25].Cl.O1CCOCC1.C([O-])([O-])=O.[Na+].[Na+]>CO.CCOC(C)=O>[Br:21][C:22]1[CH:23]=[C:24]([CH:26]=[CH:27][C:28]=1[CH2:29][CH3:30])[NH:25][C:2]1[N:11]=[CH:10][C:9]([CH2:12][C:13]2[CH:14]=[N:15][C:16]([O:19][CH3:20])=[CH:17][CH:18]=2)=[C:8]2[C:3]=1[CH:4]=[CH:5][CH:6]=[N:7]2.[Br:21][C:22]1[CH:23]=[C:24]([CH:26]=[CH:27][C:28]=1[CH2:29][CH3:30])[NH:25][C:2]1[N:11]=[CH:10][C:9]([CH2:12][C:13]2[CH:14]=[N:15][C:16]([OH:19])=[CH:17][CH:18]=2)=[C:8]2[C:3]=1[CH:4]=[CH:5][CH:6]=[N:7]2 |f:2.3,4.5.6|.